From a dataset of the Open Reaction Database (ORD), a public repository of structured organic reaction records. describe an organic reaction: reactants, conditions, products, and yield Reactants: ClC1=C(C(=NC=N1)N)N (6-Chloro-4,5-diaminopyrimidine), O1CCOCC1 (1,4-Dioxane), ClC1=CC=C(C=O)C=C1 (4-Chlorobenzaldehyde), Ferric chloride. Run at temperature 100 celsius. The product is ClC1=C2N=C(NC2=NC=N1)C1=CC=C(C=C1)Cl (6-chloro-8-(4-chlorophenyl)-9H-purine). Reaction SMILES: [Cl:1][C:2]1[N:7]=[CH:6][N:5]=[C:4]([NH2:8])[C:3]=1[NH2:9].O1CCOCC1.[Cl:16][C:17]1[CH:24]=[CH:23][C:20]([CH:21]=O)=[CH:19][CH:18]=1>>[Cl:1][C:2]1[N:7]=[CH:6][N:5]=[C:4]2[C:3]=1[N:9]=[C:21]([C:20]1[CH:23]=[CH:24][C:17]([Cl:16])=[CH:18][CH:19]=1)[NH:8]2. Procedure details: To a solution of 6-Chloro-4,5-diaminopyrimidine (1 g, 0.007 mol) (Example 89, step a) in 1,4-Dioxane (60 mL, 0.8 mol) was added 4-Chlorobenzaldehyde (2.2 g, 0.016 mol) and Ferric chloride (2.5 g, 0.015 mol) mixed with 28.6 g silica gel, and the mixture was heated at 100° C. for 20 hours. The reaction was cooled to 23° C., filtered and washed with 10% ethanol/ethyl acetate and concentrated. The residue was dissolved in ethyl acetate and washed with water, brine, and concentrated. The residue was ... Starting materials: FC[C@H](C=C)OCC(=O)N(C)OC ((S)-2-((1-fluorobut-3-en-2-yl)oxy)-N-methoxy-N-methylacetamide), C(CCC)[Li] (n-butyllithium), CCCCCC (hexane), BrC1=C(C=CC=C1)F (2-bromofluorobenzene), [NH4+].[Cl-] (NH4Cl). Run in CCOC(=O)C (EtOAc), C1CCOC1 (THF), C1CCOC1 (THF). Run at temperature -78 celsius, time 30 minute. Yields the product FC[C@H](C=C)OCC(=O)C1=C(C=CC=C1)F ((S)-2-((1-fluorobut-3-en-2-yl)oxy)-1-(2-fluorophenyl)ethanone). Isolated yield 79.9%. Reaction SMILES: C([Li])CCC.CCCCCC.Br[C:13]1[CH:18]=[CH:17][CH:16]=[CH:15][C:14]=1[F:19].[F:20][CH2:21][C@@H:22]([O:25][CH2:26][C:27](N(OC)C)=[O:28])[CH:23]=[CH2:24].[NH4+].[Cl-]>C1COCC1.CCOC(C)=O>[F:20][CH2:21][C@@H:22]([O:25][CH2:26][C:27]([C:13]1[CH:18]=[CH:17][CH:16]=[CH:15][C:14]=1[F:19])=[O:28])[CH:23]=[CH2:24] |f:4.5|. Procedure details: A solution of n-butyllithium in hexane (2.50 M; 176.52 mL, 441.29 mmol) was added dropwise over 20 mins to a solution of 2-bromofluorobenzene (49.00 mL, 451.88 mmol) in THF (670 mL) under a N2 atmosphere at −78° C. The temperature of the reaction was kept below −60° C. during the addition. The yellow solution was stirred at −78° C. for 30 mins. (S)-2-((1-fluorobut-3-en-2-yl)oxy)-N-methoxy-N-methylacetamide (67.50 g, 353.03 mmol) was added dropwise as a solution in THF (100 mL) keeping the intern...